This data is from the Open Reaction Database (ORD), a public repository of structured organic reaction records. The task is: describe an organic reaction: reactants, conditions, products, and yield The reactants are ClC1=C(C(=O)NC(=O)OC2=CC=C(C=C2)[N+](=O)[O-])C(=CC=C1)F (2-chloro-6-fluorobenzamidocarboxylic acid, 4-nitrophenyl ester), BrC=1C=CC(=NC1)N (5-bromo-2-aminopyridine). The product is ClC1=C(C(=O)NC(=O)NC2=NC=C(C=C2)Br)C(=CC=C1)F (1-(2-CHLORO-6-FLUOROBENZOYL)-3-(5-BROMO-2-PYRIDINYL)UREA). As a reaction SMILES: [Cl:1][C:2]1[CH:22]=[CH:21][CH:20]=[C:19]([F:23])[C:3]=1[C:4]([NH:6][C:7]([O:9]C1C=CC([N+]([O-])=O)=CC=1)=O)=[O:5].[Br:24][C:25]1[CH:26]=[CH:27][C:28]([NH2:31])=[N:29][CH:30]=1>>[Cl:1][C:2]1[CH:22]=[CH:21][CH:20]=[C:19]([F:23])[C:3]=1[C:4]([NH:6][C:7]([NH:31][C:28]1[CH:27]=[CH:26][C:25]([Br:24])=[CH:30][N:29]=1)=[O:9])=[O:5]. Procedure: To a solution of 2-chloro-6-fluorobenzamidocarboxylic acid, 4-nitrophenyl ester, in an inert organic solvent is added 5-bromo-2-aminopyridine. The reaction mixture is stirred at an elevated temperature for a period of time, and is then evaporated to dryness under vacuum. The product named in the heading above, identical to the product of Example 2, is isolated and purified by recrystallization. Reactants: CCOCCO (ethyl glycol), CCOCCO (ethyl glycol), O (H2O), C(C=C)Cl (allyl chloride), Ni(CO)4, C(CO)(=O)OCC.[Na] (sodium ethyl glycolate), silicone oil, [OH-].[Na+] (NaOH). The product is C(C)OCCOC(\C=C\C)=O (crotonic acid-2-ethoxyethylester), C(C)OCCOC(CC=C)=O (vinyl acetic acid-2-ethoxyethylester). Yield: 12.0%. RXN SMILES: [CH2:1](Cl)[CH:2]=[CH2:3].O.[C:6]([O:10][CH2:11][CH3:12])(=[O:9])[CH2:7]O.[Na].[OH-].[Na+].[CH3:16][CH2:17][O:18][CH2:19][CH2:20][OH:21]>>[CH2:17]([O:18][CH2:12][CH2:11][O:10][C:6](=[O:9])/[CH:7]=[CH:2]/[CH3:3])[CH3:16].[CH2:17]([O:18][CH2:19][CH2:20][O:21][C:11](=[O:10])[CH2:12][CH:1]=[CH2:2])[CH3:16] |f:2.3,4.5,^1:12|. Procedure: In a manner similar to Example 1, 76.5 g of allyl chloride is reacted over a period of 4 hours, in the presence of 5 ml of Ni(CO)4, at 1.2 at. CO pressure and at a pH of 10.0, at 60° C., in 200 grams of ethyl glycol containing 0.14 wt.-% of H2O, with 1.12 moles of 20.4% sodium ethyl glycolate in ethyl glycol containing 0.31 wt.-% of NaOH. The distillate contains, according to gas chromatographic analysis (Hewlett-Packard, DC 200 silicone oil, length 4 m), 105 g of crotonic acid-2-ethoxyethyleste... Reactants: C(C)C=1CC(CC1)O ((RS)-3-ethyl-3-cyclopenten-1-ol), Cl\C(=C/[C@H]1C([C@H]1C(=O)Cl)(C)C)\C(F)(F)F ((1RS)-cis-3-(Z-2-chloro-3,3,3-trifluoro-1-propenyl)-2,2-dimethylcyclopropanecarbonyl chloride), CC1([C@@H]([C@@H]1C=C(Cl)Cl)C(=O)Cl)C ((1R)-cis-2,2-dimethyl-3-(2,2-dichlorovinyl)cyclopropanecarbonyl chloride), C(C)C=1CC(CC1C)O ((RS)-3-ethyl-4-methyl-3-cyclopenten-1-ol). Yields the product CC1([C@@H]([C@@H]1C=C(Cl)Cl)C(=O)OC1CC(=CC1)CC)C ((RS)-3-ethyl-3-cyclopentenyl (1R)-cis-2,2-dimethyl-3-(2,2-dichlorovinyl)cyclopropanecarboxylate). The yield is 85.1%. As a reaction SMILES: [CH2:1]([C:3]1[CH2:4][CH:5]([OH:8])[CH2:6][CH:7]=1)[CH3:2].[CH3:9][C:10]1([CH3:20])[C@@H:12]([CH:13]=[C:14]([Cl:16])[Cl:15])[C@H:11]1[C:17](Cl)=[O:18].C(C1CC(O)CC=1C)C.Cl/C(/C(F)(F)F)=C\[C@@H]1[C@H](C(Cl)=O)C1(C)C>>[CH3:9][C:10]1([CH3:20])[C@@H:12]([CH:13]=[C:14]([Cl:15])[Cl:16])[C@H:11]1[C:17]([O:8][CH:5]1[CH2:6][CH:7]=[C:3]([CH2:1][CH3:2])[CH2:4]1)=[O:18]. Procedure details: (RS)-3-ethyl-3-cyclopenten-1-ol (500 mg) and (1R)-cis-2,2-dimethyl-3-(2,2-dichlorovinyl)cyclopropanecarbonyl chloride (1014 mg) were respectively used instead of (RS)-3-ethyl-4-methyl-3-cyclopenten-1-ol and (1RS)-cis-3-(Z-2-chloro-3,3,3-trifluoro-1-propenyl)-2,2-dimethylcyclopropanecarbonyl chloride used in Example 1 above and the reaction procedures were carried out in the same manner as in Example 1 to afford 1150 mg of (RS)-3-ethyl-3-cyclopentenyl (1R)-cis-2,2-dimethyl-3-(2,2-dichlorovinyl)cy...